From a dataset of the Open Reaction Database (ORD), a public repository of structured organic reaction records. describe an organic reaction: reactants, conditions, products, and yield Starting materials: C(C1=CC=CC=C1)N1C(=CC2=C(C=C(C=C12)F)OCC1=CC=CC=C1)C(=O)N (1-Benzyl-4-benzyloxy-6-fluoro-1H-indole-2-carboxylic acid amide). The reagents and catalysts are [Pd] (Pd on carbon). Solvent: CCO (EtOH). Run at time 8 hour. The product is C(C1=CC=CC=C1)N1C(=CC2=C(C=C(C=C12)F)O)C(=O)N (1-benzyl-6-fluoro-4-hydroxy-1H-indole-2-carboxylic acid amide). Yield: 72.2%. As a reaction SMILES: [CH2:1]([N:8]1[C:16]2[C:11](=[C:12]([O:18]CC3C=CC=CC=3)[CH:13]=[C:14]([F:17])[CH:15]=2)[CH:10]=[C:9]1[C:26]([NH2:28])=[O:27])[C:2]1[CH:7]=[CH:6][CH:5]=[CH:4][CH:3]=1>CCO.[Pd]>[CH2:1]([N:8]1[C:16]2[C:11](=[C:12]([OH:18])[CH:13]=[C:14]([F:17])[CH:15]=2)[CH:10]=[C:9]1[C:26]([NH2:28])=[O:27])[C:2]1[CH:3]=[CH:4][CH:5]=[CH:6][CH:7]=1. Reported procedure: 1-Benzyl-4-benzyloxy-6-fluoro-1H-indole-2-carboxylic acid amide (570 mg, 1.52 mmol) in EtOH (20 ml) was added to a Parr vessel containing catalytic amount of 5% Pd on carbon. The vessel was purged with H2 at the pressure of 3.45 Bar. After shaking overnight, the reaction mixture was filtered through Celite and concentrated under reduced pressure. The residue was purified by flash chromatography to give 1-benzyl-6-fluoro-4-hydroxy-1H-indole-2-carboxylic acid amide as yellow solid (312 mg, 72%). M... Reactants: CS(C)=O, CC(C)(COCc1ccccc1)C(=O)OCCOC(=O)C(OCc1ccccc1)C(C)(C)COS(=O)(=O)CCCCl, [N-]=[N+]=[N-], [Na+]. Product: CC(C)(COCc1ccccc1)C(=O)OCCOC(=O)C(OCc1ccccc1)C(C)(C)COS(=O)(=O)CCCN=[N+]=[N-]. As a reaction SMILES: [CH3:46][S:47](=[O:48])[CH3:49].[Cl:1][CH2:2][CH2:3][CH2:4][S:5](=[O:6])(=[O:7])[O:8][CH2:9][C:10]([CH:11]([C:12](=[O:13])[O:14][CH2:15][CH2:16][O:17][C:18]([C:19]([CH2:20][O:21][CH2:22][c:23]1[cH:24][cH:25][cH:26][cH:27][cH:28]1)([CH3:29])[CH3:30])=[O:31])[O:32][CH2:33][c:34]1[cH:35][cH:36][cH:37][cH:38][cH:39]1)([CH3:40])[CH3:41].[N-:43]=[N+:44]=[N-:45].[Na+:42]>>[CH2:2]([CH2:3][CH2:4][S:5](=[O:6])(=[O:7])[O:8][CH2:9][C:10]([CH:11]([C:12](=[O:13])[O:14][CH2:15][CH2:16][O:17][C:18]([C:19]([CH2:20][O:21][CH2:22][c:23]1[cH:24][cH:25][cH:26][cH:27][cH:28]1)([CH3:29])[CH3:30])=[O:31])[O:32][CH2:33][c:34]1[cH:35][cH:36][cH:37][cH:38][cH:39]1)([CH3:40])[CH3:41])[N:43]=[N+:44]=[N-:45]. Starting materials: NC(=S)N (thiourea), CN(S(=O)(=O)C1=C(C(=CC=C1Cl)N)O)C (N,N-dimethyl-3-amino-6-chloro-2-hydroxybenzenesulfonamide), FC1=C(C=CC=C1Cl)N=C=S (2-fluoro-3-chlorophenylisothiocyanate). The product is ClC1=C(C(=C(C=C1)NC(=S)NC1=C(C(=CC=C1)Cl)F)O)S(=O)(=O)N(C)C (N-[4-Chloro-2-hydroxy-3-(N″,N″-dimethylaminosulfonyl)phenyl]-N′-(2-fluoro-3-chlorophenyl)thiourea). Yield: 66.5%. Reaction SMILES: NC(N)=S.[CH3:5][N:6]([CH3:19])[S:7]([C:10]1[C:15]([Cl:16])=[CH:14][CH:13]=[C:12]([NH2:17])[C:11]=1[OH:18])(=[O:9])=[O:8].[F:20][C:21]1[C:26]([Cl:27])=[CH:25][CH:24]=[CH:23][C:22]=1[N:28]=[C:29]=[S:30]>>[Cl:16][C:15]1[CH:14]=[CH:13][C:12]([NH:17][C:29]([NH:28][C:22]2[CH:23]=[CH:24][CH:25]=[C:26]([Cl:27])[C:21]=2[F:20])=[S:30])=[C:11]([OH:18])[C:10]=1[S:7]([N:6]([CH3:19])[CH3:5])(=[O:9])=[O:8]. Procedure details: Following the general procedure for thiourea formation outlined in example 12, N,N-dimethyl-3-amino-6-chloro-2-hydroxybenzenesulfonamide (500 mg, 2 mmol) and 2-fluoro-3-chlorophenylisothiocyanate (374 mg, 2 mmol) were coupled to form the desired thiourea (583 mg, 67%). EI-MS m/z 438.2(M+). Reactants: C([O-])(O)=O.[Na+] (sodium bicarbonate), ice water, C(C)(=O)OCC (ethyl acetate), ClCC1=C(N=C(S1)C1=CC(=CC=C1)C(F)(F)F)C (5-chloromethyl-4-methyl-2-(3-trifluoromethyl-phenyl)-thiazole), C(C)#N (acetonitrile). Reagents/catalysts: [C-]#N.C(CCC)[N+](CCCC)(CCCC)CCCC (Tetrabutylammonium cyanide). Conditions: time 16 hour. Yields the product CC=1N=C(SC1CC#N)C1=CC(=CC=C1)C(F)(F)F ([4-Methyl-2-(3-trifluoromethyl-phenyl)-thiazol-5-yl]-acetonitrile). Isolated yield 60.0%. As a reaction SMILES: Cl[CH2:2][C:3]1[S:7][C:6]([C:8]2[CH:13]=[CH:12][CH:11]=[C:10]([C:14]([F:17])([F:16])[F:15])[CH:9]=2)=[N:5][C:4]=1[CH3:18].C(=O)(O)[O-].[Na+].C(OCC)(=O)C.[C:30](#[N:32])C>[C-]#N.C([N+](CCCC)(CCCC)CCCC)CCC>[CH3:18][C:4]1[N:5]=[C:6]([C:8]2[CH:13]=[CH:12][CH:11]=[C:10]([C:14]([F:17])([F:16])[F:15])[CH:9]=2)[S:7][C:3]=1[CH2:2][C:30]#[N:32] |f:1.2,5.6|. Reported procedure: Tetrabutylammonium cyanide (1.44 g, 5.4 mmol) was added to a solution of 5-chloromethyl-4-methyl-2-(3-trifluoromethyl-phenyl)-thiazole (1.2 g, 4.1 mmol) in acetonitrile (27 ml). The solution was stirred at ambient temperature for 16 h, saturated aqueous sodium bicarbonate solution/ice water 1/1 and ethyl acetate were added and the layers were separated. The aqueous layer was extracted with ethyl acetate, the combined organic layers were washed with ice water/brine 1/1, dried over sodium sulfate ...